From a dataset of the Open Reaction Database (ORD), a public repository of structured organic reaction records. describe an organic reaction: reactants, conditions, products, and yield Reactants: Cc1ccc(-n2nc(C(C)(C)C)cc2NC(=O)Nc2ccc(Oc3ccnc(NC(=O)CNC(=O)OC(C)(C)C)c3)c3ccccc23)cc1, ClCCl, O=C(O)C(F)(F)F. The product is Cc1ccc(-n2nc(C(C)(C)C)cc2NC(=O)Nc2ccc(Oc3ccnc(NC(=O)CN)c3)c3ccccc23)cc1. Reaction SMILES: [C:1]([CH3:2])([CH3:3])([CH3:4])[c:5]1[n:6][n:7](-[c:43]2[cH:44][cH:45][c:46]([CH3:49])[cH:47][cH:48]2)[c:8]([NH:10][C:11]([NH:12][c:13]2[cH:14][cH:15][c:16]([O:23][c:24]3[cH:25][c:26]([NH:30][C:31]([CH2:32][NH:33][C:34](=[O:35])[O:36][C:37]([CH3:38])([CH3:39])[CH3:40])=[O:41])[n:27][cH:28][cH:29]3)[c:17]3[cH:18][cH:19][cH:20][cH:21][c:22]23)=[O:42])[cH:9]1.[Cl:57][CH2:58][Cl:59].[F:50][C:51]([F:52])([F:53])[C:54]([OH:55])=[O:56]>>[C:1]([CH3:2])([CH3:3])([CH3:4])[c:5]1[n:6][n:7](-[c:43]2[cH:44][cH:45][c:46]([CH3:49])[cH:47][cH:48]2)[c:8]([NH:10][C:11]([NH:12][c:13]2[cH:14][cH:15][c:16]([O:23][c:24]3[cH:25][c:26]([NH:30][C:31]([CH2:32][NH2:33])=[O:41])[n:27][cH:28][cH:29]3)[c:17]3[cH:18][cH:19][cH:20][cH:21][c:22]23)=[O:42])[cH:9]1. Starting materials: CC(C(=O)OC(C)(C)C)n1ccc([N+](=O)[O-])n1, CO, [H][H], [Pd]. Yields the product CC(C(=O)OC(C)(C)C)n1ccc(N)n1. As a reaction SMILES: [C:1]([CH3:2])([CH3:3])([CH3:4])[O:5][C:6]([CH:7]([CH3:8])[n:9]1[n:10][c:11]([N+:14]([O-:15])=[O:16])[cH:12][cH:13]1)=[O:17].[CH3:20][OH:21].[H:18][H:19].[Pd:22]>>[C:1]([CH3:2])([CH3:3])([CH3:4])[O:5][C:6]([CH:7]([CH3:8])[n:9]1[n:10][c:11]([NH2:14])[cH:12][cH:13]1)=[O:17].